Task: describe an organic reaction: reactants, conditions, products, and yield. Dataset: the Open Reaction Database (ORD), a public repository of structured organic reaction records The reactants are BrC=1C=C(C=C(C1NCC1CCCCC1)[N+](=O)[O-])S(=O)(=O)N (3-bromo-4-((cyclohexylmethyl)amino)-5-nitrobenzenesulfonamide), C(CCC)[Sn](C1=NC=CC=N1)(CCCC)CCCC (2-(tributylstannyl)pyrimidine), O1C(=CC=C1)P(C=1OC=CC1)C=1OC=CC1 (tris-(2-furyl)phosphine). Reagents/catalysts: C=1C=CC(=CC1)/C=C/C(=O)/C=C/C2=CC=CC=C2.C=1C=CC(=CC1)/C=C/C(=O)/C=C/C2=CC=CC=C2.C=1C=CC(=CC1)/C=C/C(=O)/C=C/C2=CC=CC=C2.[Pd].[Pd] (Pd2(dba)3). Run in C(C)#N (acetonitrile). Yields the product C1(CCCCC1)CNC1=C(C=C(C=C1C1=NC=CC=N1)S(=O)(=O)N)[N+](=O)[O-] (4-((cyclohexylmethyl)amino)-3-nitro-5-(2-pyrimidinyl)benzenesulfonamide). As a reaction SMILES: Br[C:2]1[CH:3]=[C:4]([S:19]([NH2:22])(=[O:21])=[O:20])[CH:5]=[C:6]([N+:16]([O-:18])=[O:17])[C:7]=1[NH:8][CH2:9][CH:10]1[CH2:15][CH2:14][CH2:13][CH2:12][CH2:11]1.C([Sn](CCCC)(CCCC)[C:28]1[N:33]=[CH:32][CH:31]=[CH:30][N:29]=1)CCC.O1C=CC=C1P(C1OC=CC=1)C1OC=CC=1>C(#N)C.C1C=CC(/C=C/C(/C=C/C2C=CC=CC=2)=O)=CC=1.C1C=CC(/C=C/C(/C=C/C2C=CC=CC=2)=O)=CC=1.C1C=CC(/C=C/C(/C=C/C2C=CC=CC=2)=O)=CC=1.[Pd].[Pd]>[CH:10]1([CH2:9][NH:8][C:7]2[C:2]([C:28]3[N:33]=[CH:32][CH:31]=[CH:30][N:29]=3)=[CH:3][C:4]([S:19]([NH2:22])(=[O:21])=[O:20])=[CH:5][C:6]=2[N+:16]([O-:18])=[O:17])[CH2:15][CH2:14][CH2:13][CH2:12][CH2:11]1 |f:4.5.6.7.8|. Procedure details: A solution of Example 26A (270 mg, 0.69 mmol), 2-(tributylstannyl)pyrimidine (305 uL, 0.83 mmol), Pd2(dba)3 (32 mg, 0.034 mmol), and tris-(2-furyl)phosphine (32 mg, 0.10 mmol) in acetonitrile (2 mL) was heated to reflux for 48 hours and concentrated. The concentrate was purified by flash column chromatography on silica gel with 50% ethyl acetate/hexanes to provide the desired product. MS (ESI(+)) m/e 392 (M+H)+. Procedure details: The reaction mixture of 3-iodo-5-(2H-tetrazol-5-yl)pyridin-2-amine (288 mg, 1.0 mmol, 1 eq), 2-(4,4,5,5-tetramethyl-1,3,2-dioxaborolan-2-yl)benzo[b]thiophen-5-amine (330 mg, 1.2 eq), triphenylphosphine (53 mg, 0.2 eq), and palladium diacetate (22 mg, 0.1 eq) in dioxane (3 mL) and aqueous sodium carbonate (2 M, 2 mL, 4 eq) under nitrogen atmosphere was vigorously stirred and heated at 40° C. for 30 minutes. The mixture was then partitioned between aqueous ammonium chloride and THF-EtOAc (1:10). T... Starting materials: IC=1C(=NC=C(C1)C=1N=NNN1)N (3-iodo-5-(2H-tetrazol-5-yl)pyridin-2-amine), CC1(OB(OC1(C)C)C1=CC2=C(S1)C=CC(=C2)N)C (2-(4,4,5,5-tetramethyl-1,3,2-dioxaborolan-2-yl)benzo[b]thiophen-5-amine), C1(=CC=CC=C1)P(C1=CC=CC=C1)C1=CC=CC=C1 (triphenylphosphine), C([O-])([O-])=O.[Na+].[Na+] (sodium carbonate). RXN SMILES: I[C:2]1[C:3]([NH2:13])=[N:4][CH:5]=[C:6]([C:8]2[N:9]=[N:10][NH:11][N:12]=2)[CH:7]=1.CC1(C)C(C)(C)OB([C:22]2[S:26][C:25]3[CH:27]=[CH:28][C:29]([NH2:31])=[CH:30][C:24]=3[CH:23]=2)O1.C1(P(C2C=CC=CC=2)C2C=CC=CC=2)C=CC=CC=1.C(=O)([O-])[O-].[Na+].[Na+]>O1CCOCC1.C([O-])(=O)C.C([O-])(=O)C.[Pd+2]>[NH2:31][C:29]1[CH:28]=[CH:27][C:25]2[S:26][C:22]([C:2]3[C:3]([NH2:13])=[N:4][CH:5]=[C:6]([C:8]4[N:9]=[N:10][NH:11][N:12]=4)[CH:7]=3)=[CH:23][C:24]=2[CH:30]=1 |f:3.4.5,7.8.9|. The reagents and catalysts are C(C)(=O)[O-].C(C)(=O)[O-].[Pd+2] (palladium diacetate). Run in O1CCOCC1 (dioxane). Run at temperature 40 celsius. The product is NC=1C=CC2=C(C=C(S2)C=2C(=NC=C(C2)C=2N=NNN2)N)C1 (3-(5-amino-1-benzothien-2-yl)-5-(2H-tetrazol-5-yl)pyridin-2-amine). Starting materials: [H-].[Al+3].[Li+].[H-].[H-].[H-] (lithium aluminum hydride), O (Water), aqueous solution, [OH-].[Na+] (sodium hydroxide), O (water), C(CC)OC=1C=C(C=CC(=O)OCC)C=CC1 (ethyl 3-propoxycinnamate). The solvent is C(C)OCC (diethyl ether), C(C)OCC (diethyl ether), C(C)OCC (diethyl ether). Conditions: time 1 hour. Product: C(CC)OC=1C=C(C=CC1)CCCO (3-(3-propoxyphenyl)-1-propanol). Isolated yield 76.5%. As a reaction SMILES: [H-].[Al+3].[Li+].[H-].[H-].[H-].[CH2:7]([O:10][C:11]1[CH:12]=[C:13]([CH:21]=[CH:22][CH:23]=1)[CH:14]=[CH:15][C:16](OCC)=[O:17])[CH2:8][CH3:9].O.[OH-].[Na+]>C(OCC)C>[CH2:7]([O:10][C:11]1[CH:12]=[C:13]([CH2:14][CH2:15][CH2:16][OH:17])[CH:21]=[CH:22][CH:23]=1)[CH2:8][CH3:9] |f:0.1.2.3.4.5,8.9|. Procedure: To lithium aluminum hydride (7.58 g) suspended in diethyl ether (300 ml) was added dropwise at 0° C. a solution of ethyl 3-propoxycinnamate (24.0 g) in diethyl ether (100 ml) over a period of one hour. After the dropwise addition, the resulting mixture was stirred at room temperature for one hour. Water (7.6 ml), a 15% aqueous solution of sodium hydroxide (7.6 ml) and water (22 ml) were added to the reaction mixture, which was further stirred at room temperature for 0.5 hour. The reaction mixtur... Reactants: C(C)(=O)OC(C)=O (acetic acid anhydride), C(C)(=O)OC(C)=O (Acetic acid anhydride), C(C)N(C(C)C)C(C)C (ethyl-diisopropylamine), NC1=C(C(=O)N(CCC2=CC(=CC=C2)C(F)(F)F)CC2=CC=C(C=C2)C(C)(C)C)C=C(C=C1)Cl (2-Amino-N-(4-tert-butyl-benzyl)-5-chloro-N-[2-(3-trifluoromethyl-phenyl)-ethyl]-benzamide). Solvent: C(Cl)Cl (methylene chloride). The product is C(C)(=O)NC1=C(C(=O)N(CCC2=CC(=CC=C2)C(F)(F)F)CC2=CC=C(C=C2)C(C)(C)C)C=C(C=C1)Cl (2-Acetylamino-N-(4-tert-butyl-benzyl)-5-chloro-N-[2-(3-trifluoromethyl-phenyl)-ethyl]-benzamide). Isolated yield 72.4%. RXN SMILES: [NH2:1][C:2]1[CH:33]=[CH:32][C:31]([Cl:34])=[CH:30][C:3]=1[C:4]([N:6]([CH2:19][C:20]1[CH:25]=[CH:24][C:23]([C:26]([CH3:29])([CH3:28])[CH3:27])=[CH:22][CH:21]=1)[CH2:7][CH2:8][C:9]1[CH:14]=[CH:13][CH:12]=[C:11]([C:15]([F:18])([F:17])[F:16])[CH:10]=1)=[O:5].[C:35](OC(=O)C)(=[O:37])[CH3:36].C(N(C(C)C)C(C)C)C>C(Cl)Cl>[C:35]([NH:1][C:2]1[CH:33]=[CH:32][C:31]([Cl:34])=[CH:30][C:3]=1[C:4]([N:6]([CH2:19][C:20]1[CH:25]=[CH:24][C:23]([C:26]([CH3:29])([CH3:28])[CH3:27])=[CH:22][CH:21]=1)[CH2:7][CH2:8][C:9]1[CH:14]=[CH:13][CH:12]=[C:11]([C:15]([F:16])([F:17])[F:18])[CH:10]=1)=[O:5])(=[O:37])[CH3:36]. Reported procedure: 2-Amino-N-(4-tert-butyl-benzyl)-5-chloro-N-[2-(3-trifluoromethyl-phenyl)-ethyl]-benzamide (140 mg, 0.286 mmol) was dissolved in methylene chloride (2 ml). Acetic acid anhydride (32 mg, 0.315 mmol) and ethyl-diisopropylamine (41 mg, 0.315 mmol) were added and the reaction was stirred over night at RT. Further acetic acid anhydride (30 μl) was added and the reaction was stirred for another night at RT. The reaction was extracted with ethyl acetate, the combined organic layers were concentrated in ... Starting materials: [Si](C)(C)(C(C)(C)C)OC(CCCCCCC1=CC=CC=C1)C=1OC(=CN1)C1=NC=CC(=C1)OC (2-(1-(tert-Butyldimethylsilyloxy)-7-phenylheptyl)-5-(4-methoxypyridin-2-yl)oxazole), [Si](C)(C)(C(C)(C)C)OC(CCCCCCC1=CC=CC=C1)C=1OC(=CN1)[Sn](CCCC)(CCCC)CCCC (2-(1-(tert-butyldimethylsilyloxy)-7-phenylheptyl)-5-(tributylstannyl)oxazole), ClC1=NC=CC(=C1)OC (2-chloro-4-methoxypyridine). Yields the product EtOAc hexanes, COC1=CC(=NC=C1)C1=CN=C(O1)C(CCCCCCC1=CC=CC=C1)=O (1-(5-(4-Methoxypyridin-2-yl)oxazol-2-yl)-7-phenylheptan-1-one). The yield is 61.0%. Reaction SMILES: [Si]([O:8][CH:9]([C:22]1[O:23][C:24]([C:27]2[CH:32]=[C:31]([O:33][CH3:34])[CH:30]=[CH:29][N:28]=2)=[CH:25][N:26]=1)[CH2:10][CH2:11][CH2:12][CH2:13][CH2:14][CH2:15][C:16]1[CH:21]=[CH:20][CH:19]=[CH:18][CH:17]=1)(C(C)(C)C)(C)C.[Si](OC(C1OC([Sn](CCCC)(CCCC)CCCC)=CN=1)CCCCCCC1C=CC=CC=1)(C(C)(C)C)(C)C.ClC1C=C(OC)C=CN=1>>[CH3:34][O:33][C:31]1[CH:30]=[CH:29][N:28]=[C:27]([C:24]2[O:23][C:22]([C:9](=[O:8])[CH2:10][CH2:11][CH2:12][CH2:13][CH2:14][CH2:15][C:16]3[CH:17]=[CH:18][CH:19]=[CH:20][CH:21]=3)=[N:26][CH:25]=2)[CH:32]=1. Reported procedure: 2-(1-(tert-Butyldimethylsilyloxy)-7-phenylheptyl)-5-(4-methoxypyridin-2-yl)oxazole. The title compound was prepared from 2-(1-(tert-butyldimethylsilyloxy)-7-phenylheptyl)-5-(tributylstannyl)oxazole (144 mg, 0.302 mmol) and 2-chloro-4-methoxypyridine following General Procedure A. Flash chromatography (10% EtOAc/hexanes) yielded the title compound as a thick oil (88 mg, 61%): 1H NMR (CDCl3, 400 MHz) δ 8.43 (d, 1H, J=5.6 Hz), 7.63 (s, 1H), 7.28-7.24 (m, 2H), 7.18-7.15 (m, 3H), 6.75 (dd, 1H, J=5.8,... The reactants are Cc1c(CO)cccc1C(F)(F)F, ClCCl, O=[Mn]=O. Product: Cc1c(C=O)cccc1C(F)(F)F. Reaction SMILES: [CH3:1][c:2]1[c:3]([CH2:4][OH:5])[cH:6][cH:7][cH:8][c:9]1[C:10]([F:11])([F:12])[F:13].[Cl:14][CH2:15][Cl:16].[O:17]=[Mn:18]=[O:19]>>[CH3:1][c:2]1[c:3]([CH:4]=[O:5])[cH:6][cH:7][cH:8][c:9]1[C:10]([F:11])([F:12])[F:13]. Conditions: time 1 hour. Reaction SMILES: [OH:1][C:2]([CH2:7][C@@H:8]([C@@H:10]([CH2:12][OH:13])[OH:11])[OH:9])(O)C(O)=O.Cl.Cl[O-].[Na+]>C(O)(=O)C>[O:1]=[CH:2][CH2:7][C@@H:8]([C@@H:10]([CH2:12][OH:13])[OH:11])[OH:9] |f:2.3|. The solvent is C(C)(=O)O (acetic acid). The product is O=CC[C@H](O)[C@H](O)CO (2-deoxy-D-ribose). Procedure: The pH of the resulting reaction mixture containing the 2-hydroxy-3-deoxy-D-gluconic acid was adjusted to 5.0 with 35% hydrochloric acid solution. Into the reaction mixture was dripped 377 g of 13% sodium hypochlorite solution to perform decarboxylation over a period of 1 hour with the reaction temperature adjusted to 35° C. The pH of the reaction mixture at this time was adjusted between 5 and 6 with acetic acid. After adding the sodium hypochlorite solution, the reaction was carried out for 1 ... The reactants are OC(C(=O)O)(O)C[C@H](O)[C@H](O)CO (2-hydroxy-3-deoxy-D-gluconic acid), Cl[O-].[Na+] (sodium hypochlorite), Cl (hydrochloric acid), Cl[O-].[Na+] (sodium hypochlorite). Starting materials: C(C)OC(=O)N=S(=O)(C)C1=CC(=CC=C1)COC1=CC=C2C(=NC=NC2=C1)NC(C)C ((RS)-N-(ethoxycarbonyl)-S-[3-({[4(isopropylamino)quinazolin-7-yl]oxy}methyl)phenyl]-S-methylsulphoximide), [O-]CC.[Na+] (sodium ethoxide). Yields the product C(C)(C)NC1=NC=NC2=CC(=CC=C12)OCC=1C=C(C=CC1)S(=O)(=N)C ((RS)-S-[3-({[4-(Isopropylamino)quinazolin-7-yl]oxy}methyl)phenyl]-S-methyl-sulphoximide). Yield: 51.0%. Reaction SMILES: C(OC([N:6]=[S:7]([C:10]1[CH:15]=[CH:14][CH:13]=[C:12]([CH2:16][O:17][C:18]2[CH:27]=[C:26]3[C:21]([C:22]([NH:28][CH:29]([CH3:31])[CH3:30])=[N:23][CH:24]=[N:25]3)=[CH:20][CH:19]=2)[CH:11]=1)([CH3:9])=[O:8])=O)C.[O-]CC.[Na+]>>[CH:29]([NH:28][C:22]1[C:21]2[C:26](=[CH:27][C:18]([O:17][CH2:16][C:12]3[CH:11]=[C:10]([S:7]([CH3:9])(=[NH:6])=[O:8])[CH:15]=[CH:14][CH:13]=3)=[CH:19][CH:20]=2)[N:25]=[CH:24][N:23]=1)([CH3:31])[CH3:30] |f:1.2|. Procedure details: According to GWP 6, (RS)-N-(ethoxycarbonyl)-S-[3-({[4(isopropylamino)quinazolin-7-yl]oxy}methyl)phenyl]-S-methylsulphoximide (68 mg, 0.16 mmol) is reacted with sodium ethoxide (46 mg, 0.68 mmol) at 80° C. for 2 hours. The reaction mixture is concentrated to dryness. The residue is taken up in ethyl acetate and water. The organic phase is separated off, dried over sodium sulphate and subsequently concentrated. The residue is triturated a number of times with diethyl ether and the solvent is subse...